Dataset: the Open Reaction Database (ORD), a public repository of structured organic reaction records. Task: describe an organic reaction: reactants, conditions, products, and yield The product is FC=1C=CC(=NC1)C=O (5-Fluoropyridine-2-carbaldehyde). Run in C(C)OCC (diethyl ether). Starting materials: BrC1=NC=C(C=C1)F (2-bromo-5-fluoropyridine), O1CCCC1 (tetrahydrofuran). Reaction SMILES: Br[C:2]1[CH:7]=[CH:6][C:5]([F:8])=[CH:4][N:3]=1.[O:9]1CCC[CH2:10]1>C(OCC)C>[F:8][C:5]1[CH:6]=[CH:7][C:2]([CH:10]=[O:9])=[N:3][CH:4]=1. Procedure details: The title compound was prepared according to the methods of preparations 1 and 2, starting from 2-bromo-5-fluoropyridine. This gave crude material containing tetrahydrofuran and diethyl ether which was used without further purification. 1H NMR (CDCl3, 400 MHz) δ 7.57 (1H, dt), 8.03 (1H, dd), 8.62 (1H, d), 10.04 (1H, s); LRMS (APCI+) 126 [MH+]. The reactants are Cc1cc(C)cc(Oc2[nH]c(=O)[nH]c(=O)c2C(C)C)c1, O=C1c2ccccc2C(=O)c2cc(CCl)ccc21. Yields the product Cc1cc(C)cc(Oc2c(C(C)C)c(=O)[nH]c(=O)n2Cc2ccc3c(c2)C(=O)c2ccccc2C3=O)c1. RXN SMILES: [CH:1]([CH3:2])([CH3:3])[c:4]1[c:5](=[O:20])[nH:6][c:7](=[O:19])[nH:8][c:9]1[O:10][c:11]1[cH:12][c:13]([CH3:18])[cH:14][c:15]([CH3:17])[cH:16]1.[Cl:21][CH2:22][c:23]1[cH:24][c:25]2[c:34]([cH:35][cH:36]1)[C:33](=[O:37])[c:32]1[c:27]([cH:28][cH:29][cH:30][cH:31]1)[C:26]2=[O:38]>>[CH:1]([CH3:2])([CH3:3])[c:4]1[c:5](=[O:20])[nH:6][c:7](=[O:19])[n:8]([CH2:22][c:23]2[cH:24][c:25]3[c:34]([cH:35][cH:36]2)[C:33](=[O:37])[c:32]2[c:27]([cH:28][cH:29][cH:30][cH:31]2)[C:26]3=[O:38])[c:9]1[O:10][c:11]1[cH:12][c:13]([CH3:18])[cH:14][c:15]([CH3:17])[cH:16]1. The reactants are CCO, CC(=O)c1ccccc1, O=Cc1cccc(C(=O)O)c1, Cl, [Na+], [OH-], O. The product is O=C(O)c1cccc(C=CC(=O)c2ccccc2)c1. As a reaction SMILES: [CH2:25]([OH:26])[CH3:27].[CH3:12][C:13](=[O:14])[c:15]1[cH:16][cH:17][cH:18][cH:19][cH:20]1.[CH:1](=[O:2])[c:3]1[cH:4][c:5]([C:6](=[O:7])[OH:8])[cH:9][cH:10][cH:11]1.[ClH:23].[Na+:22].[OH-:21].[OH2:24]>>[CH:1]([c:3]1[cH:4][c:5]([C:6](=[O:7])[OH:8])[cH:9][cH:10][cH:11]1)=[CH:12][C:13](=[O:14])[c:15]1[cH:16][cH:17][cH:18][cH:19][cH:20]1. The reactants are [OH-].[Na+] (sodium hydroxide), sulfate salt, residue, 9b-(p-tolyl)-1,2,3,9b-tetrahydro-1-(p-tolylsulfonyl)-1H-imidazo[2,1-a]isoindol-5-one, N1C(=NCC1)C1=C(C(=O)C2=CC=C(C=C2)C)C=CC=C1 (2-(2-imidazolin-2-yl)-4'-methylbenzophenone), S(O)(O)(=O)=O (sulfuric acid), ice water. RXN SMILES: S(=O)(=O)(O)O.[NH:6]1[CH2:10][CH2:9][N:8]=[C:7]1[C:11]1[CH:25]=[CH:24][CH:23]=[CH:22][C:12]=1[C:13](C1C=CC(C)=CC=1)=[O:14].[OH-].[Na+]>>[N:6]1[CH:10]=[CH:9][N:8]2[CH:13]([OH:14])[C:12]3[C:11](=[CH:25][CH:24]=[CH:23][CH:22]=3)[C:7]=12 |f:2.3|. Reported procedure: Twenty grams of the residue 9b-(p-tolyl)-1,2,3,9b-tetrahydro-1-(p-tolylsulfonyl)-1H-imidazo[2,1-a]isoindol-5-one are dissolved in 50 ml. of 80 percent sulfuric acid and stirred at room temperature for one hour. The reaction mixture which contains the sulfate salt of 2-(2-imidazolin-2-yl)-4'-methylbenzophenone is then cooled by the addition of ice water and made alkaline by the addition of a 10N sodium hydroxide solution. The precipitated solid is separated by decantation and recrystallized from ... Yields the product N=1C=CN2C1C1=CC=CC=C1C2O (5H-imidazo[2,1-a]isoindol-5-ol).